From a dataset of the Open Reaction Database (ORD), a public repository of structured organic reaction records. describe an organic reaction: reactants, conditions, products, and yield Starting materials: OC1=CC=C(C=O)C=C1 (4-hydroxybenzaldehyde), C([O-])([O-])=O.[K+].[K+] (potassium carbonate), BrCP(OC(C)C)(OC(C)C)=O (diisopropyl bromomethylphosphonate). Run in CN(C)C=O (DMF), CN(C)C=O (DMF). Run at time 17 hour. The product is C(C)(C)OP(OC(C)C)(=O)COC1=CC=C(C=C1)C=O (diisopropyl(4-formylphenoxy)methylphosphonate). Yield: 26.2%. As a reaction SMILES: [OH:1][C:2]1[CH:9]=[CH:8][C:5]([CH:6]=[O:7])=[CH:4][CH:3]=1.C(=O)([O-])[O-].[K+].[K+].Br[CH2:17][P:18](=[O:27])([O:23][CH:24]([CH3:26])[CH3:25])[O:19][CH:20]([CH3:22])[CH3:21]>CN(C=O)C>[CH:24]([O:23][P:18]([CH2:17][O:1][C:2]1[CH:9]=[CH:8][C:5]([CH:6]=[O:7])=[CH:4][CH:3]=1)(=[O:27])[O:19][CH:20]([CH3:22])[CH3:21])([CH3:26])[CH3:25] |f:1.2.3|. Procedure: To a solution of 4-hydroxybenzaldehyde (152 mg, 1.25 mmol) in DMF (20 mL) was added potassium carbonate (223 mg, 1.62 mmol), followed by diisopropyl bromomethylphosphonate (484 mg, 1.87 mmol). The mixture was heating in DMF at 90° C. under stirring for 17 hours. After evaporation of DMF under reduced pressure, 100 mL of water were added and the mixture was extracted with ethyl acetate (3*200 mL). The organic phase was washed with brine (100 mL), dried over magnesium sulfate and concentrated unde...